Dataset: the Open Reaction Database (ORD), a public repository of structured organic reaction records. Task: describe an organic reaction: reactants, conditions, products, and yield Reactants: [Cl-].[Na+] (sodium chloride), NC(C(=O)O)C1=CC=C(C=C1)O (α-amino-4-hydroxybenzeneacetic acid), O (water), CN=C=O (methyl isocyanate). Solvent: C(C)(=O)O (acetic acid). Reaction conditions: time 30 minute. Yields the product CNC(=O)NC(C(=O)O)C1=CC=C(C=C1)O (α-(Methylaminocarbonyl)amino-4-hydroxybenzeneacetic acid). RXN SMILES: [NH2:1][CH:2]([C:6]1[CH:11]=[CH:10][C:9]([OH:12])=[CH:8][CH:7]=1)[C:3]([OH:5])=[O:4].O.[CH3:14][N:15]=[C:16]=[O:17].[Cl-].[Na+]>C(O)(=O)C>[CH3:14][NH:15][C:16]([NH:1][CH:2]([C:6]1[CH:11]=[CH:10][C:9]([OH:12])=[CH:8][CH:7]=1)[C:3]([OH:5])=[O:4])=[O:17] |f:3.4|. Procedure details: To 0.1 mole of α-amino-4-hydroxybenzeneacetic acid dissolved in 500 ml of water containing 0.05 mole of acetic acid is added 0.11 mole of methyl isocyanate. This mixture is stirred for 30 minutes at room temperature. The reaction mixture is saturated with sodium chloride and then extracted with ethyl acetate. The ethyl acetate is washed with water, dried over magnesium sulfate, filtered and evaporated to give the title compound.